The task is: describe an organic reaction: reactants, conditions, products, and yield. This data is from the Open Reaction Database (ORD), a public repository of structured organic reaction records. Starting materials: OCCSCCOC1=CC=C(C=C1)CCC(=O)OC (3-[4-[2-(2-hydroxyethylthio)ethoxy]phenyl]propanoic acid, methyl ester), [OH-].[K+] (potassium hydroxide). Solvent: C(C)O (ethanol), O (water). Reaction conditions: temperature 22 celsius, time 1 hour. The product is OCCSCCOC1=CC=C(C=C1)CCC(=O)O (3-[4-[2-(2-hydroxyethylthio]ethoxy]phenyl]propanoic acid). Yield: 100.0%. As a reaction SMILES: [OH:1][CH2:2][CH2:3][S:4][CH2:5][CH2:6][O:7][C:8]1[CH:13]=[CH:12][C:11]([CH2:14][CH2:15][C:16]([O:18]C)=[O:17])=[CH:10][CH:9]=1.[OH-].[K+]>C(O)C.O>[OH:1][CH2:2][CH2:3][S:4][CH2:5][CH2:6][O:7][C:8]1[CH:9]=[CH:10][C:11]([CH2:14][CH2:15][C:16]([OH:18])=[O:17])=[CH:12][CH:13]=1 |f:1.2|. Procedure details: A solution of 3-[4-[2-(2-hydroxyethylthio)ethoxy]phenyl]propanoic acid, methyl ester (37.64 g, 0.132 mol) in 80% aqueous ethanol (300 ml) was treated with a solution of potassium hydroxide (17.0 g, 0.257 mol) in water (25 ml) and the resulting mixture was stirred at 22° C. for 1 h. The solvent was then concentrated in vacuo and the residue was diluted with water (200 ml) and dichloromethane (200 ml). The aqueous phase was then adjusted to pH 2 with 6N hydrochloric acid and extracted several time...